The task is: describe an organic reaction: reactants, conditions, products, and yield. This data is from the Open Reaction Database (ORD), a public repository of structured organic reaction records. Reactants: 42.3, ClC1=NC(=NC(=N1)NC1CC(NC(C1)(C)C)(C)C)NC1CC(NC(C1)(C)C)(C)C (2-chloro-4,6-bis(2,2,6,6-tetramethyl-4-piperidylamino)-1,3,5-triazine), C(CN)N (ethylenediamine), [OH-].[Na+] (sodium hydroxide). Run in C=1(C(=CC=CC1)C)C (xylene). Product: CC1(NC(CC(C1)NC1=NC(=NC(=N1)NC1CC(NC(C1)(C)C)(C)C)NCCNC1=NC(=NC(=N1)NC1CC(NC(C1)(C)C)(C)C)NC1CC(NC(C1)(C)C)(C)C)(C)C)C (N,N'-bis[2,4-bis(2,2,6,6-tetramethyl-4-piperidylamino)-1,3,5-triazin-6-yl]ethylenediamine). RXN SMILES: Cl[C:2]1[N:7]=[C:6]([NH:8][CH:9]2[CH2:14][C:13]([CH3:16])([CH3:15])[NH:12][C:11]([CH3:18])([CH3:17])[CH2:10]2)[N:5]=[C:4]([NH:19][CH:20]2[CH2:25][C:24]([CH3:27])([CH3:26])[NH:23][C:22]([CH3:29])([CH3:28])[CH2:21]2)[N:3]=1.[CH2:30]([NH2:33])[CH2:31][NH2:32].[OH-].[Na+]>C1(C)C(C)=CC=CC=1>[CH3:26][C:24]1([CH3:27])[CH2:25][CH:20]([NH:19][C:4]2[N:5]=[C:6]([NH:8][CH:9]3[CH2:14][C:13]([CH3:16])([CH3:15])[NH:12][C:11]([CH3:18])([CH3:17])[CH2:10]3)[N:7]=[C:2]([NH:32][CH2:31][CH2:30][NH:33][C:2]3[N:3]=[C:4]([NH:19][CH:20]4[CH2:25][C:24]([CH3:27])([CH3:26])[NH:23][C:22]([CH3:29])([CH3:28])[CH2:21]4)[N:5]=[C:6]([NH:8][CH:9]4[CH2:10][C:11]([CH3:18])([CH3:17])[NH:12][C:13]([CH3:16])([CH3:15])[CH2:14]4)[N:7]=3)[N:3]=2)[CH2:21][C:22]([CH3:29])([CH3:28])[NH:23]1 |f:2.3|. Procedure: 42.3 (0.1 mole) of 2-chloro-4,6-bis(2,2,6,6-tetramethyl-4-piperidylamino)-1,3,5-triazine (prepared according to example 2A), 3 g (0.05 moles) of ethylenediamine, 4 g of sodium hydroxide and 150 ml of xylene were boiled for 16 hours under stirring. Starting materials: C1(=CC=CC=C1)C(CC(C(C)=O)C1=CC=CC=C1)=O (1,3-diphenyl-pentane-1,4-dione), NC1=CC=C(C=C1)CCCC(=O)O (4-(4-amino-phenyl)-butyric acid). The solvent is C(C)(=O)O (acetic acid). Reaction conditions: time 6 hour. The product is CC=1N(C(=CC1C1=CC=CC=C1)C1=CC=CC=C1)C1=CC=C(C=C1)CCCC(=O)O (4-[4-(2-Methyl-3,5-diphenyl-pyrrol-1-yl)-phenyl]-butyric acid). Reaction SMILES: [C:1]1([C:7](=O)[CH2:8][CH:9]([C:13]2[CH:18]=[CH:17][CH:16]=[CH:15][CH:14]=2)[C:10](=O)[CH3:11])[CH:6]=[CH:5][CH:4]=[CH:3][CH:2]=1.[NH2:20][C:21]1[CH:26]=[CH:25][C:24]([CH2:27][CH2:28][CH2:29][C:30]([OH:32])=[O:31])=[CH:23][CH:22]=1>C(O)(=O)C>[CH3:11][C:10]1[N:20]([C:21]2[CH:22]=[CH:23][C:24]([CH2:27][CH2:28][CH2:29][C:30]([OH:32])=[O:31])=[CH:25][CH:26]=2)[C:7]([C:1]2[CH:6]=[CH:5][CH:4]=[CH:3][CH:2]=2)=[CH:8][C:9]=1[C:13]1[CH:18]=[CH:17][CH:16]=[CH:15][CH:14]=1. Procedure details: A soln of 1,3-diphenyl-pentane-1,4-dione (104 mg; 0.412 mmol) and 4-(4-amino-phenyl)-butyric acid (89 mg; 0.497 mmol) in acetic acid (2 mL) was heated at 120° C. After 6 h, the reaction was concentrated on a rotary evaporator. Ethyl acetate (5 mL) was added and this washed with H2O (1×2 mL) and satd NaCl (1×3 mL). The organic portion was dried (MgSO4) and filtered through silica with an EtOAc wash. Crude product was adsorbed onto silica (0.3 g) then purified by MPLC (12 g of silica using a 0→50%... Starting materials: Cl.ClCC1=NN(C=N1)C (3-(chloromethyl)-1-methyl-1H-1,2,4-triazole hydrochloride), C(=O)([O-])[O-].[Cs+].[Cs+] (Cs2CO3), C(#N)C=1C=CC(=C(C1)C1=NNC=C1NC(=O)C=1C=NN2C1N=CC=C2)OC (N-(3-(5-cyano-2-methoxyphenyl)-1H-pyrazol-4-yl)pyrazolo[1,5-a]pyrimidine-3-carboxamide). The solvent is CN(C)C=O (DMF). Reaction conditions: time 2 hour. The product is C(#N)C=1C=CC(=C(C1)C1=NN(C=C1NC(=O)C=1C=NN2C1N=CC=C2)CC2=NN(C=N2)C)OC (N-(3-(5-cyano-2-methoxyphenyl)-1-((1-methyl-1H-1,2,4-triazol-3-yl)methyl)-1H-pyrazol-4-yl)pyrazolo[1,5-a]pyrimidine-3-carboxamide). The yield is 23.5%. RXN SMILES: [C:1]([C:3]1[CH:4]=[CH:5][C:6]([O:26][CH3:27])=[C:7]([C:9]2[C:13]([NH:14][C:15]([C:17]3[CH:18]=[N:19][N:20]4[CH:25]=[CH:24][CH:23]=[N:22][C:21]=34)=[O:16])=[CH:12][NH:11][N:10]=2)[CH:8]=1)#[N:2].Cl.Cl[CH2:30][C:31]1[N:35]=[CH:34][N:33]([CH3:36])[N:32]=1.C([O-])([O-])=O.[Cs+].[Cs+]>CN(C=O)C>[C:1]([C:3]1[CH:4]=[CH:5][C:6]([O:26][CH3:27])=[C:7]([C:9]2[C:13]([NH:14][C:15]([C:17]3[CH:18]=[N:19][N:20]4[CH:25]=[CH:24][CH:23]=[N:22][C:21]=34)=[O:16])=[CH:12][N:11]([CH2:30][C:31]3[N:35]=[CH:34][N:33]([CH3:36])[N:32]=3)[N:10]=2)[CH:8]=1)#[N:2] |f:1.2,3.4.5|. Procedure details: N-(3-(5-cyano-2-methoxyphenyl)-1H-pyrazol-4-yl)pyrazolo[1,5-a]pyrimidine-3-carboxamide (0.15 g, 0.42 mmol) was dissolved in 10 mL of DMF, then 3-(chloromethyl)-1-methyl-1H-1,2,4-triazole hydrochloride (82 mg, 0.63 mmol) and Cs2CO3 (0.41 g, 1.26 mmol) were added. The mixture was stirred at room temperature for 2 hours, then filtered through celite and purified by reverse phase HPLC to give 44.8 mg (23%) of N-(3-(5-cyano-2-methoxyphenyl)-1-((1-methyl-1H-1,2,4-triazol-3-yl)methyl)-1H-pyrazol-4-yl)p... Starting materials: O(C1=CC=CC=C1)CCCCNC(P(O)(O)=O)P(O)(O)=O (4-Phenoxybutylaminomethylenebisphosphonic acid), C[O-].[Na+] (sodium methoxide). Solvent: CO (methanol), CO (methanol). Conditions: time 3 hour. Yields the product [Na+].[Na+].O(C1=CC=CC=C1)CCCCNC(P(O)(O)=O)P([O-])([O-])=O (4-phenoxybutylaminomethylenebisphosphonic acid disodium salt). Isolated yield 91.8%. RXN SMILES: [O:1]([CH2:8][CH2:9][CH2:10][CH2:11][NH:12][CH:13]([P:18](=[O:21])([OH:20])[OH:19])[P:14](=[O:17])([OH:16])[OH:15])[C:2]1[CH:7]=[CH:6][CH:5]=[CH:4][CH:3]=1.C[O-].[Na+:24]>CO>[Na+:24].[Na+:24].[O:1]([CH2:8][CH2:9][CH2:10][CH2:11][NH:12][CH:13]([P:18](=[O:19])([O-:20])[O-:21])[P:14](=[O:15])([OH:16])[OH:17])[C:2]1[CH:7]=[CH:6][CH:5]=[CH:4][CH:3]=1 |f:1.2,4.5.6|. Reported procedure: 4-Phenoxybutylaminomethylenebisphosphonic acid (0.54 g) was suspended in methanol (20 ml), to which was added a methanol solution of sodium methoxide (28%, 0.782 g), and the mixture was stirred for 3 hours at room temperature. The reaction mixture was concentrated under reduced pressure. The concentrate was treated with acetone to give a solid matter, which was recrystallized from water-methanol to give 4-phenoxybutylaminomethylenebisphosphonic acid disodium salt 1.5 hydrate (0.56 g, 85%), m.p.>... Reactants: CCOC(=O)C(C)(C)CCCCCCO[Si](C)(C)C(C)(C)C, CC(C)C[AlH]CC(C)C. Yields the product CC(C)(CO)CCCCCCO[Si](C)(C)C(C)(C)C. RXN SMILES: [C:1]([CH3:2])([CH3:3])([CH3:4])[Si:5]([O:6][CH2:7][CH2:8][CH2:9][CH2:10][CH2:11][CH2:12][C:13]([C:14](=[O:15])[O:16][CH2:17][CH3:18])([CH3:19])[CH3:20])([CH3:21])[CH3:22].[CH3:23][CH:24]([CH2:25][AlH:26][CH2:27][CH:28]([CH3:29])[CH3:30])[CH3:31]>>[C:1]([CH3:2])([CH3:3])([CH3:4])[Si:5]([O:6][CH2:7][CH2:8][CH2:9][CH2:10][CH2:11][CH2:12][C:13]([CH2:14][OH:15])([CH3:19])[CH3:20])([CH3:21])[CH3:22]. The reactants are COC(=O)C1=C(C)NC(C)=C(C(=O)OCCOCCN)C1c1cccc([N+](=O)[O-])c1, CCO, c1ccc(OCC2CO2)cc1. The product is COC(=O)C1=C(C)NC(C)=C(C(=O)OCCOCCNCC(O)COc2ccccc2)C1c1cccc([N+](=O)[O-])c1. Reaction SMILES: [CH3:1][C:2]1=[C:7]([C:8](=[O:9])[O:10][CH2:11][CH2:12][O:13][CH2:14][CH2:15][NH2:16])[CH:6]([c:17]2[cH:18][c:19]([N+:23](=[O:24])[O-:25])[cH:20][cH:21][cH:22]2)[C:5]([C:26](=[O:27])[O:28][CH3:29])=[C:4]([CH3:30])[NH:3]1.[CH3:42][CH2:43][OH:44].[c:31]1([O:37][CH2:38][CH:39]2[CH2:40][O:41]2)[cH:32][cH:33][cH:34][cH:35][cH:36]1>>[CH3:1][C:2]1=[C:7]([C:8](=[O:9])[O:10][CH2:11][CH2:12][O:13][CH2:14][CH2:15][NH:16][CH2:40][CH:39]([CH2:38][O:37][c:31]2[cH:32][cH:33][cH:34][cH:35][cH:36]2)[OH:41])[CH:6]([c:17]2[cH:18][c:19]([N+:23](=[O:24])[O-:25])[cH:20][cH:21][cH:22]2)[C:5]([C:26](=[O:27])[O:28][CH3:29])=[C:4]([CH3:30])[NH:3]1. Starting materials: COC=1C=C(CN=CC2=CC3=C(N=CN=C3)S2)C=CC1OC (N-(3,4Dimethoxybenzyl)-N-[thieno[2,3-d]pyrimidin-6-ylmethylidene]amine), N1=CN=CC2=C1SC(=C2)C=O (Thieno[2,3-d]pyrimidine-6-carbaldehyde), CN (methylamine), CSC=1C2=C(N=CN1)SC(=C2)C=O (4-(methylthio)thieno[2,3-d]pyrimidine-6-carbaldehyde), CSC=1C2=C(N=CN1)SC(=C2)C=O (4-(methylthio)thieno[2,3-d]pyrimidine-6-carbaldehyde), solid. The product is CSC=1C2=C(N=CN1)SC(=C2)C=NC (N-[4-(Methylthio)thieno[2,3-d]pyrimidin-6-ylmethylidene]methanamine). RXN SMILES: COC1C=C(C=CC=1OC)[CH2:6][N:7]=[CH:8][C:9]1[S:17][C:12]2[N:13]=[CH:14][N:15]=[CH:16][C:11]=2[CH:10]=1.[CH3:23][S:24]C1C2C=C(C=O)SC=2N=CN=1.N1C2SC(C=O)=CC=2C=NC=1.CN>>[CH3:23][S:24][C:16]1[C:11]2[CH:10]=[C:9]([CH:8]=[N:7][CH3:6])[S:17][C:12]=2[N:13]=[CH:14][N:15]=1. Reported procedure: The title compound was prepared by a similar process to that described for Intermediate 14 but using 4-(methylthio)thieno[2,3-d]pyrimidine-6-carbaldehyde (Intermediate 15) in place of thieno[2,3-d]pyrimidine-6-carbaldehyde (intermediate 13) and methylamine (33% in methylated spirits) in place of 3,4-dimethoxybenzylamine. Colourless solid (73 mg, 98%); The reactants are BrC1=C2C=CC(=NC2=CC=C1)Cl (5-bromo-2-chloroquinoline), COC1=C(CN)C=CC=C1 (2-methoxybenzylamine), N1=CC=C(C=C1)CN (4-picolylamine). The product is COC1=C(CNC2=NC=3C=CC=C(C3C=C2)NCC2=CC=NC=C2)C=CC=C1 (N2-(2-Methoxy-benzyl)-N5-pyridin-4-ylmethyl-quinoline-2,5-diamine). As a reaction SMILES: Br[C:2]1[CH:11]=[CH:10][CH:9]=[C:8]2[C:3]=1[CH:4]=[CH:5][C:6](Cl)=[N:7]2.[CH3:13][O:14][C:15]1[CH:22]=[CH:21][CH:20]=[CH:19][C:16]=1[CH2:17][NH2:18].[N:23]1[CH:28]=[CH:27][C:26]([CH2:29][NH2:30])=[CH:25][CH:24]=1>>[CH3:13][O:14][C:15]1[CH:22]=[CH:21][CH:20]=[CH:19][C:16]=1[CH2:17][NH:18][C:6]1[CH:5]=[CH:4][C:3]2[C:2]([NH:30][CH2:29][C:26]3[CH:27]=[CH:28][N:23]=[CH:24][CH:25]=3)=[CH:11][CH:10]=[CH:9][C:8]=2[N:7]=1. Reported procedure: The title compound, MS: m/e=371.4 (M+H+), was prepared in accordance with the general method of example 1 from 5-bromo-2-chloroquinoline, 2-methoxybenzylamine and 4-picolylamine. The reactants are C(C)(=S)N (thioacetamide), BrCC(=O)C1=CC=C(C=C1)OC (2-bromo-1-(4-methoxy-phenyl)-ethanone). Solvent: O (water). Conditions: temperature 140 celsius. The product is COC1=CC=C(C=C1)C=1N=C(SC1)C (4-(4-Methoxy-phenyl)-2-methyl-thiazole). Isolated yield 69.6%. Reaction SMILES: [C:1]([NH2:4])(=[S:3])[CH3:2].Br[CH2:6][C:7]([C:9]1[CH:14]=[CH:13][C:12]([O:15][CH3:16])=[CH:11][CH:10]=1)=O>O>[CH3:16][O:15][C:12]1[CH:13]=[CH:14][C:9]([C:7]2[N:4]=[C:1]([CH3:2])[S:3][CH:6]=2)=[CH:10][CH:11]=1. Procedure details: The mixture of thioacetamide (16.0 g, 213 mmol) and 2-bromo-1-(4-methoxy-phenyl)-ethanone (4.0 g, 17.5 mmol) was heated at 140° C. for 24 h under nitrogen atmosphere. After the completion of the reaction mixture (TLC monitoring), water (100 mL) was added and extracted with ethyl acetate (3×100 mL). The combined organics was washed with water, brine, dried (Na2SO4), filtered and concentrated. The crude residue was purified over silica gel (230-400 M, 1% EtOAc-Hexane) to get the desired product (2...